This data is from the Open Reaction Database (ORD), a public repository of structured organic reaction records. The task is: describe an organic reaction: reactants, conditions, products, and yield Starting materials: C([C@@H]1[C@@H]([C@@H]([C@H]([C@H](O1)OC[C@H]([C@H]([C@@H]([C@H](C(=O)O)O)O)O)O)O)O)O)O (potassium melibionate), NCCCCCCCCCCCCN (1,12-diaminododecane). The product is C(CCCCCCCCCCCNC(=O)[C@H](O)[C@@H](O)[C@H](O)[C@H](O)CO[C@@H]1[C@H](O)[C@@H](O)[C@@H](O)[C@H](O1)CO)NC(=O)[C@H](O)[C@@H](O)[C@H](O)[C@H](O)CO[C@@H]1[C@H](O)[C@@H](O)[C@@H](O)[C@H](O1)CO (N,N'-1,12-Dodecanediylbis(6-O-α-D-galactopyranosyl-D-gluconamide)). The yield is 75.1%. As a reaction SMILES: [CH2:1]([OH:24])[C@H:2]1[O:7][C@H:6]([O:8][CH2:9][C@@H:10]([OH:20])[C@@H:11]([OH:19])[C@H:12]([OH:18])[C@@H:13]([OH:17])[C:14](O)=[O:15])[C@H:5]([OH:21])[C@@H:4]([OH:22])[C@H:3]1[OH:23].[NH2:25][CH2:26][CH2:27][CH2:28][CH2:29][CH2:30][CH2:31][CH2:32][CH2:33][CH2:34][CH2:35][CH2:36][CH2:37][NH2:38]>>[CH2:37]([NH:38][C:14]([C@@H:13]([C@H:12]([C@@H:11]([C@@H:10]([CH2:9][O:8][C@H:6]1[O:7][C@H:2]([CH2:1][OH:24])[C@H:3]([OH:23])[C@H:4]([OH:22])[C@H:5]1[OH:21])[OH:20])[OH:19])[OH:18])[OH:17])=[O:15])[CH2:36][CH2:35][CH2:34][CH2:33][CH2:32][CH2:31][CH2:30][CH2:29][CH2:28][CH2:27][CH2:26][NH:25][C:14]([C@@H:13]([C@H:12]([C@@H:11]([C@@H:10]([CH2:9][O:8][C@H:6]1[O:7][C@H:2]([CH2:1][OH:24])[C@H:3]([OH:23])[C@H:4]([OH:22])[C@H:5]1[OH:21])[OH:20])[OH:19])[OH:18])[OH:17])=[O:15]. Reported procedure: 3.96 g of potassium melibionate (Sigma Chemie) are reacted with 1.00 g of 1,12-diaminododecane analogously to Example 3 and 3.3 g of the title compound are obtained. Starting materials: CNC, COc1ccc(C=O)cc1. The product is O=Cc1ccc(O)cc1. RXN SMILES: [CH3:11][NH:12][CH3:13].[CH3:1][O:2][c:3]1[cH:4][cH:5][c:6]([CH:7]=[O:8])[cH:9][cH:10]1>>[OH:2][c:3]1[cH:4][cH:5][c:6]([CH:7]=[O:8])[cH:9][cH:10]1.